Dataset: the Open Reaction Database (ORD), a public repository of structured organic reaction records. Task: describe an organic reaction: reactants, conditions, products, and yield The reactants are CC(C)c1oc(-c2ccccc2)nc1C(=O)O, Nc1ccc(N2CCOCC2)nc1. The product is CC(C)c1oc(-c2ccccc2)nc1C(=O)Nc1ccc(N2CCOCC2)nc1. Reaction SMILES: [CH:1]([CH3:2])([CH3:3])[c:4]1[c:5]([C:15](=[O:16])[OH:17])[n:6][c:7](-[c:9]2[cH:10][cH:11][cH:12][cH:13][cH:14]2)[o:8]1.[O:18]1[CH2:19][CH2:20][N:21]([c:24]2[cH:25][cH:26][c:27]([NH2:30])[cH:28][n:29]2)[CH2:22][CH2:23]1>>[CH:1]([CH3:2])([CH3:3])[c:4]1[c:5]([C:15](=[O:17])[NH:30][c:27]2[cH:26][cH:25][c:24]([N:21]3[CH2:20][CH2:19][O:18][CH2:23][CH2:22]3)[n:29][cH:28]2)[n:6][c:7](-[c:9]2[cH:10][cH:11][cH:12][cH:13][cH:14]2)[o:8]1. The reactants are C=C1CC(=O)O1 (diketene), C(C1=CC=CC=C1)(=O)OOC(C1=CC=CC=C1)=O (benzoyl peroxide), C1(=CC=CC=C1)P(OCC)[O-] (ethyl phenylphosponite), C1(=CC=CC=C1)P(OCC)[O-] (ethyl phenylphosphonite). Conditions: temperature 120 celsius. Yields the product C(C)OP(=O)(C1=CC=CC=C1)CC1CC(O1)=O (ethyl(2-oxo-4-oxetanylmethyl)phenylphosphinate). As a reaction SMILES: [CH2:1]=[C:2]1[O:6][C:4](=[O:5])[CH2:3]1.C(OOC(=O)C1C=CC=CC=1)(=O)C1C=CC=CC=1.[C:25]1([P:31]([O-:35])[O:32][CH2:33][CH3:34])[CH:30]=[CH:29][CH:28]=[CH:27][CH:26]=1>>[CH2:33]([O:32][P:31]([CH2:1][CH:2]1[O:6][C:4](=[O:5])[CH2:3]1)([C:25]1[CH:30]=[CH:29][CH:28]=[CH:27][CH:26]=1)=[O:35])[CH3:34]. Procedure details: A mixture of 8.4 parts of diketene, 2.5 parts of benzoyl peroxide and 20.0 parts of ethyl phenylphosponite were added dropwise over 1 hr to 48.1 parts of vigorously stirred ethyl phenylphosphonite which was heated at 120° C. in an atmosphere of nitrogen. The excess phosphonite was removed by passing the reaction mixture down a wiped wall still at 80° C. at a pressure of 0.013 mb. The residue was distilled on a wiped wall still at a temperature of 110° C. and a pressure of 0.013 mb and the produc... The reactants are NC=1C(=C(SC1C)C)C(=O)OC (4-amino-2,5-dimethyl-3-thiophenecarboxylic acid, methyl ester), ClC1=CC=C(C=N1)C(=O)OC (6-chloro-3-pyridinecarboxylic acid, methyl ester). Solvent: CO (methanol). Run at temperature 180 celsius. The product is CC=1SC(=C2N=C3N(C(C21)=O)C=C(C=C3)C(=O)OC)C (1,3-Dimethyl-10-oxo-10H-pyrido[1,2-a]thieno[3,4-d]pyrimidine-7-carboxylic acid, methyl ester). Reaction SMILES: [NH2:1][C:2]1[C:3]([C:9]([O:11]C)=O)=[C:4]([CH3:8])[S:5][C:6]=1[CH3:7].Cl[C:14]1[N:19]=[CH:18][C:17]([C:20]([O:22][CH3:23])=[O:21])=[CH:16][CH:15]=1>CO>[CH3:8][C:4]1[S:5][C:6]([CH3:7])=[C:2]2[C:3]=1[C:9](=[O:11])[N:19]1[CH:18]=[C:17]([C:20]([O:22][CH3:23])=[O:21])[CH:16]=[CH:15][C:14]1=[N:1]2. Procedure details: A mixture of 2.5 g (0.0113 mol) of 4-amino-2,5-dimethyl-3-thiophenecarboxylic acid, methyl ester and 2.5 g (0.0113 mol) of 6-chloro-3-pyridinecarboxylic acid, methyl ester (Alfred Bader Chemical Company) is heated in an oil bath at 180° C. for thirty minutes. The mixture is cooled, dissolved in hot methanol, cooled and 0.3 g of 1,3-dimethyl-10-oxo-10H-pyrido[1,2-a]thieno[3,4-d]pyrimidine-7-carboxylic acid, methyl ester is collected; mp 209°-210° C. after recrystallization from methanol. The yield is 52.0%. Product: ClC=1N=CC(=NC1C)C(=O)OC (METHYL 5-CHLORO-6-METHYL-2-PYRAZINE CARBOXYLATE). Reaction SMILES: [CH3:1][C:2]1[C:3](=O)[NH:4][CH:5]=[C:6]([C:8]([O:10][CH3:11])=[O:9])[N:7]=1.O=P(Cl)(Cl)[Cl:15]>CN(C=O)C>[Cl:15][C:3]1[N:4]=[CH:5][C:6]([C:8]([O:10][CH3:11])=[O:9])=[N:7][C:2]=1[CH3:1]. The reactants are CC=1C(NC=C(N1)C(=O)OC)=O (methyl 4,5-dihydro-6-methyl-5-oxo-2-pyrazine carboxylate), O=P(Cl)(Cl)Cl (POCl3). Procedure: To a solution of methyl 4,5-dihydro-6-methyl-5-oxo-2-pyrazine carboxylate (M. Mano, T. Seo, K. Imai, Chem. Pharm. Bull 10:3057-3063, 1980) in DMF (20 mL) was added POCl3 (20 mL). The reaction was refluxed for 0.5 h and then poured into ice. The aqueous layer was extracted with CHCl3 dried (MgSO4) and concentrated. The residue was chromatographed (SiO2, CHCl3) to provide the title compound (2.34 g, 52% yield); m.p. 49°-50° C. Solvent: CN(C)C=O (DMF). Reactants: C(C)(C)(C)OC([C@H](NS(=O)(=O)C1=CC=C(C=C1)OC1=CC=C(C=C1)Br)C(C)C)=O (N-[4-(4-bromophenoxy)benzenesulfonyl]-D-valine t-butyl ester), C([O-])([O-])=O.[K+].[K+] (potassium carbonate), Cl.N1=CC(=CC=C1)CCl (3-picolyl chloride hydrochloride), Cl.N1=C(C=CC=C1)CCl (picolyl chloride hydrochloride). Solvent: C(C)(=O)OCC (ethyl acetate), O (Water), CN(C)C=O (DMF). Conditions: time 8 hour. Yields the product C(C)(C)(C)OC([C@H](N(CC=1C=NC=CC1)S(=O)(=O)C1=CC=C(C=C1)OC1=CC=C(C=C1)Br)C(C)C)=O (N-[4-(4-bromophenoxy)benzenesulfonyl]-N-(pyridin-3-yl)methyl-D-valine t-butyl ester). Yield: 0.1%. Reaction SMILES: [C:1]([O:5][C:6](=[O:29])[C@@H:7]([CH:26]([CH3:28])[CH3:27])[NH:8][S:9]([C:12]1[CH:17]=[CH:16][C:15]([O:18][C:19]2[CH:24]=[CH:23][C:22]([Br:25])=[CH:21][CH:20]=2)=[CH:14][CH:13]=1)(=[O:11])=[O:10])([CH3:4])([CH3:3])[CH3:2].C(=O)([O-])[O-].[K+].[K+].Cl.[N:37]1[CH:42]=[CH:41][CH:40]=[C:39]([CH2:43]Cl)[CH:38]=1.Cl.N1C=CC=CC=1CCl>CN(C=O)C.C(OCC)(=O)C.O>[C:1]([O:5][C:6](=[O:29])[C@@H:7]([CH:26]([CH3:27])[CH3:28])[N:8]([S:9]([C:12]1[CH:17]=[CH:16][C:15]([O:18][C:19]2[CH:20]=[CH:21][C:22]([Br:25])=[CH:23][CH:24]=2)=[CH:14][CH:13]=1)(=[O:11])=[O:10])[CH2:43][C:39]1[CH:38]=[N:37][CH:42]=[CH:41][CH:40]=1)([CH3:4])([CH3:3])[CH3:2] |f:1.2.3,4.5,6.7|. Procedure details: To a solution of N-[4-(4-bromophenoxy)benzenesulfonyl]-D-valine t-butyl ester (980 mg, 2.0 mol) in 5 mL of DMF was added potassium carbonate (1.53 g, 11.1 mol), 3-picolyl chloride hydrochloride (414 mg, 2.53 mol), and Kl (67 mg, 0.4 mol). The reaction was stirred at room temperature overnight. An additional 220 mg of picolyl chloride hydrochloride was added, and the reaction was stirred for 3 h. Water (25 mL) and ethyl acetate (50 mL) were added, and the layers were separated. The ethyl acetate ... The reactants are C=CCCCNC, COC(=O)C(N=C=O)C(C)(C)C, C1CCOC1. Product: C=CCCCN(C)C(=O)NC(C(=O)OC)C(C)(C)C. RXN SMILES: [CH3:1][NH:2][CH2:3][CH2:4][CH2:5][CH:6]=[CH2:7].[CH3:8][C:9]([CH:10]([N:11]=[C:12]=[O:13])[C:14](=[O:15])[O:16][CH3:17])([CH3:18])[CH3:19].[O:20]1[CH2:21][CH2:22][CH2:23][CH2:24]1>>[CH3:1][N:2]([CH2:3][CH2:4][CH2:5][CH:6]=[CH2:7])[C:12]([NH:11][CH:10]([C:9]([CH3:8])([CH3:18])[CH3:19])[C:14](=[O:15])[O:16][CH3:17])=[O:13].